Dataset: the Open Reaction Database (ORD), a public repository of structured organic reaction records. Task: describe an organic reaction: reactants, conditions, products, and yield Reactants: COc1ccc(C(=O)O)cc1OCCc1ccc(Cl)cc1Cl, CN(C)C=O, c1cc(CN2CCNCC2)ccn1. Yields the product COc1ccc(C(=O)N2CCN(Cc3ccncc3)CC2)cc1OCCc1ccc(Cl)cc1Cl. Reaction SMILES: [Cl:1][c:2]1[c:3]([CH2:9][CH2:10][O:11][c:12]2[cH:13][c:14]([C:15](=[O:16])[OH:17])[cH:18][cH:19][c:20]2[O:21][CH3:22])[cH:4][cH:5][c:6]([Cl:8])[cH:7]1.[O:36]=[CH:37][N:38]([CH3:39])[CH3:40].[n:23]1[cH:24][cH:25][c:26]([CH2:29][N:30]2[CH2:31][CH2:32][NH:33][CH2:34][CH2:35]2)[cH:27][cH:28]1>>[Cl:1][c:2]1[c:3]([CH2:9][CH2:10][O:11][c:12]2[cH:13][c:14]([C:15](=[O:17])[N:33]3[CH2:32][CH2:31][N:30]([CH2:29][c:26]4[cH:25][cH:24][n:23][cH:28][cH:27]4)[CH2:35][CH2:34]3)[cH:18][cH:19][c:20]2[O:21][CH3:22])[cH:4][cH:5][c:6]([Cl:8])[cH:7]1. Starting materials: CC1NCC=2N(C1)N=C(C2)COC2=CC=CC=C2 (rac-6-methyl-2-phenoxymethyl-4,5,6,7-tetrahydro-pyrazolo[1,5-a]pyrazine), C(C)OC(=O)C=1NN=C(C1)COC1=CC=CC=C1 (5-phenoxymethyl-2H-pyrazole-3-carboxylic acid ethyl ester), FC=1C=C(OCC(C)=O)C=CC1 (1-(3-fluoro-phenoxy)-propan-2-one), C(C(=O)OCC)(=O)OCC (diethyl oxalate), C(C)OC(=O)C=1N(N=C(C1)COC1=CC=CC=C1)CC(C)NC(=O)OC(C)(C)C (rac-2-(2-tert-butoxycarbonylamino-propyl)-5-phenoxymethyl-2H-pyrazole-3-carboxylic acid ethyl ester), C(C)OC(C(CC(COC1=CC=CC=C1)=O)=O)=O (2,4-dioxo-5-phenoxy-pentanoic acid ethyl ester), CC1NC(C=2N(C1)N=C(C2)COC2=CC=CC=C2)=O (rac-6-methyl-2-phenoxymethyl-6,7-dihydro-5H-pyrazolo[1,5-a]pyrazin-4-one). Product: FC=1C=C(OCC2=NN3C(CNCC3)=C2)C=CC1 (2-(3-fluoro-phenoxymethyl)-4,5,6,7-tetrahydro-pyrazolo[1,5-a]pyrazine). Reaction SMILES: [F:1][C:2]1[CH:3]=[C:4]([CH:10]=[CH:11][CH:12]=1)[O:5][CH2:6][C:7](=O)[CH3:8].C(OCC)(=O)C(OCC)=O.C(OC(=O)C(=O)CC(=O)COC1C=CC=CC=1)C.C(OC(C1NN=C(COC2C=CC=CC=2)C=1)=O)C.C(OC([C:64]1[N:65]([CH2:77][CH:78]([NH:80][C:81](OC(C)(C)C)=O)C)[N:66]=C(COC2C=CC=CC=2)C=1)=O)C.CC1CN2N=C(COC3C=CC=CC=3)C=C2C(=O)N1.CC1CN2N=C(COC3C=CC=CC=3)C=C2CN1>>[F:1][C:2]1[CH:3]=[C:4]([CH:10]=[CH:11][CH:12]=1)[O:5][CH2:6][C:7]1[CH:8]=[C:64]2[CH2:81][NH:80][CH2:78][CH2:77][N:65]2[N:66]=1. Procedure details: The compound was prepared from 1-(3-fluoro-phenoxy)-propan-2-one and diethyl oxalate using the methods described in the preceding examples 9 (2,4-dioxo-5-phenoxy-pentanoic acid ethyl ester), 10 (5-phenoxymethyl-2H-pyrazole-3-carboxylic acid ethyl ester), 11 (rac-2-(2-tert-butoxycarbonylamino-propyl)-5-phenoxymethyl-2H-pyrazole-3-carboxylic acid ethyl ester), 12 (rac-6-methyl-2-phenoxymethyl-6,7-dihydro-5H-pyrazolo[1,5-a]pyrazin-4-one), and 13 (rac-6-methyl-2-phenoxymethyl-4,5,6,7-tetrahydro-pyra... As a reaction SMILES: [C:1]1([C:7](=[N:14][CH2:15][C:16]([NH:18][CH2:19][CH2:20][CH2:21][CH2:22][C:23]2[CH:28]=[CH:27][CH:26]=[CH:25][CH:24]=2)=[O:17])[C:8]2[CH:13]=[CH:12][CH:11]=[CH:10][CH:9]=2)[CH:6]=[CH:5][CH:4]=[CH:3][CH:2]=1.C[Si]([N-][Si](C)(C)C)(C)C.[K+].[C:39]1([S:45]([N:48]2[C:56]3[C:51](=[C:52]([CH2:60]Br)[CH:53]=[C:54]([Cl:59])[C:55]=3[O:57][CH3:58])[CH:50]=[N:49]2)(=[O:47])=[O:46])[CH:44]=[CH:43][CH:42]=[CH:41][CH:40]=1.[NH4+].[Cl-]>C1COCC1>[C:39]1([S:45]([N:48]2[C:56]3[C:51](=[C:52]([CH2:60][CH:15]([N:14]=[C:7]([C:8]4[CH:13]=[CH:12][CH:11]=[CH:10][CH:9]=4)[C:1]4[CH:2]=[CH:3][CH:4]=[CH:5][CH:6]=4)[C:16]([NH:18][CH2:19][CH2:20][CH2:21][CH2:22][C:23]4[CH:28]=[CH:27][CH:26]=[CH:25][CH:24]=4)=[O:17])[CH:53]=[C:54]([Cl:59])[C:55]=3[O:57][CH3:58])[CH:50]=[N:49]2)(=[O:47])=[O:46])[CH:40]=[CH:41][CH:42]=[CH:43][CH:44]=1 |f:1.2,4.5|. The product is C1(=CC=CC=C1)S(=O)(=O)N1N=CC2=C(C=C(C(=C12)OC)Cl)CC(C(=O)NCCCCC1=CC=CC=C1)N=C(C1=CC=CC=C1)C1=CC=CC=C1 (3-(1-benzenesulfonyl-6-chloro-7-methoxy-1H-indazol-4-yl)-2-(diphenylmethylenamino)-N-(4-phenyl-butyl)-propionamide). Conditions: temperature -78 celsius, time 15 minute. Solvent: C1CCOC1 (THF), C1CCOC1 (THF). Procedure: 2-(Diphenylmethylenamino)-N-(4-phenyl-butyl)-acetamide (7) (0.57 g, 1.5 mmol) is dissolved in dry THF (5 mL) and cooled to −78° C. A solution of KHMDS (0.5 M in PhMe, 3.0 mL, 1.5 mmol) is added slowly to the imide. The solution is warmed to 0° C. and then cooled to −78° C. A solution of 1-benzenesulfonyl-4-bromomethyl-6-chloro-7-methoxy-1H-indazole (0.57 g, 1.4 mmol) in dry THF (4 mL) is added slowly at −78° C. and the solution is allowed to stir 15 min. The reactio is then poured into a solutio... Reactants: C1(=CC=CC=C1)S(=O)(=O)N1N=CC2=C(C=C(C(=C12)OC)Cl)CBr (1-benzenesulfonyl-4-bromomethyl-6-chloro-7-methoxy-1H-indazole), C1(=CC=CC=C1)C(C1=CC=CC=C1)=NCC(=O)NCCCCC1=CC=CC=C1 (2-(Diphenylmethylenamino)-N-(4-phenyl-butyl)-acetamide), C[Si](C)(C)[N-][Si](C)(C)C.[K+] (KHMDS), imide, [NH4+].[Cl-] (NH4Cl). Starting materials: NC(=O)OCC1c2c(O)cc(C=O)cc2N2CC3NC3C1(O)O2, CC(=O)OC(C)=O, O. Product: CC(=O)N1C2CN3OC(O)(C(COC(N)=O)c4c(O)cc(C=O)cc43)C21. As a reaction SMILES: [C:1]([NH2:2])([O:3][CH2:4][CH:5]1[c:6]2[c:7]([OH:22])[cH:8][c:9]([CH:20]=[O:21])[cH:10][c:11]2[N:12]2[CH2:13][CH:14]3[NH:15][CH:16]3[C:17]1([OH:19])[O:18]2)=[O:23].[CH3:24][C:25](=[O:26])[O:27][C:28](=[O:29])[CH3:30].[OH2:31]>>[C:1]([NH2:2])([O:3][CH2:4][CH:5]1[c:6]2[c:7]([OH:22])[cH:8][c:9]([CH:20]=[O:21])[cH:10][c:11]2[N:12]2[CH2:13][CH:14]3[N:15]([C:25]([CH3:24])=[O:26])[CH:16]3[C:17]1([OH:19])[O:18]2)=[O:23]. Starting materials: O=C(O)c1cnccn1, COc1ccc(N)cn1. Reagents/catalysts: [B-](F)(F)(F)F.CN(C)C(=[N+](C)C)ON1C(=O)CCC1=O (TSTU), CCN(C(C)C)C(C)C (DIPEA). The solvent is CN(C)C=O (DMF), CN(C)C=O (DMF), CN(C)C=O (DMF), CN(C)C=O (DMF), CN(C)C=O (DMF), CN(C)C=O (DMF). Reaction conditions: temperature 25 celsius, time 2 hour. Yields the product COc1ccc(NC(=O)c2cnccn2)cn1. Isolated yield 51.6%. As a reaction SMILES: COc1ccc(N)cn1.O=C(O)c1cnccn1.[B-](F)(F)(F)F.CN(C)C(=[N+](C)C)ON1C(=O)CCC1=O.CCN(C(C)C)C(C)C.CN(C)C=O>>COc1ccc(NC(=O)c2cnccn2)cn1. The reactants are COCOc1c(C)c(COCc2ccccc2)oc(=O)c1C, CCO. Yields the product COCOc1c(C)c(CO)oc(=O)c1C. As a reaction SMILES: [CH2:1]([c:2]1[cH:3][cH:4][cH:5][cH:6][cH:7]1)[O:8][CH2:9][c:10]1[c:11]([CH3:22])[c:12]([O:18][CH2:19][O:20][CH3:21])[c:13]([CH3:17])[c:14](=[O:16])[o:15]1.[CH3:23][CH2:24][OH:25]>>[OH:8][CH2:9][c:10]1[c:11]([CH3:22])[c:12]([O:18][CH2:19][O:20][CH3:21])[c:13]([CH3:17])[c:14](=[O:16])[o:15]1.